From a dataset of the Open Reaction Database (ORD), a public repository of structured organic reaction records. describe an organic reaction: reactants, conditions, products, and yield Reactants: CC(C)(C(=O)N1CCOCC1)S(=O)(=O)C[C@H](C(=O)O)CC1=CC=CC=C1 ((S)-α-[[[1-methyl-1-(morpholinocarbonyl)ethyl]sulfonyl]methyl]hydrocinnamic acid), [H][H] (hydrogen). Procedure: A solution of 610mg (1.59mmol) (S)-α-[[[1-methyl-1-(morpholinocarbonyl)ethyl]sulfonyl]methyl]hydrocinnamic acid in 20 ml of methanol was hydrogenated in the presence of 60 mg of rhodium on aluminium oxide at 500 for 4 hours at a pressure of 106Pa of hydrogen. Subsequently, the catalyst was filtered off and rinsed with methanol. The methanolic solution was evaporated under reduced pressure, whereby 580 mg of (S)-α-[[[1-methyl-1-(morpholinocarbonyl)ethyl]sulfonyl]methyl]cyclohexanepropionic acid, ... The reagents and catalysts are [Rh] (rhodium). Run in CO (methanol). As a reaction SMILES: [CH3:1][C:2]([S:12]([CH2:15][C@@H:16]([CH2:20][C:21]1[CH:26]=[CH:25][CH:24]=[CH:23][CH:22]=1)[C:17]([OH:19])=[O:18])(=[O:14])=[O:13])([C:4]([N:6]1[CH2:11][CH2:10][O:9][CH2:8][CH2:7]1)=[O:5])[CH3:3].[H][H]>CO.[Rh]>[CH3:3][C:2]([S:12]([CH2:15][C@@H:16]([CH2:20][CH:21]1[CH2:22][CH2:23][CH2:24][CH2:25][CH2:26]1)[C:17]([OH:19])=[O:18])(=[O:13])=[O:14])([C:4]([N:6]1[CH2:11][CH2:10][O:9][CH2:8][CH2:7]1)=[O:5])[CH3:1]. Product: CC(C)(C(=O)N1CCOCC1)S(=O)(=O)C[C@H](C(=O)O)CC1CCCCC1 ((S)-α-[[[1-Methyl-1-(morpholinocarbonyl)ethyl]sulfonyl]methyl]cyclohexanepropionic acid). The reactants are BrC=1N=CC(=NC1)C(=O)N1CCN(CC1)C1=NC=C(C=C1C)C1CC1 ((5-bromopyrazin-2-yl)[4-(5-cyclopropyl-3-methylpyridin-2-yl)piperazin-1-yl]methanone), CN1C(NCC1)=O (1-methylimidazolidin-2-one). Yields the product C1(CC1)C=1C=C(C(=NC1)N1CCN(CC1)C(=O)C=1N=CC(=NC1)N1C(N(CC1)C)=O)C (1-{5-[4-(5-cyclopropyl-3-methylpyridin-2-yl)piperazine-1-carbonyl]pyrazin-2-yl}-3-methylimidazolidin-2-one). Yield: 54.7%. As a reaction SMILES: Br[C:2]1[N:3]=[CH:4][C:5]([C:8]([N:10]2[CH2:15][CH2:14][N:13]([C:16]3[C:21]([CH3:22])=[CH:20][C:19]([CH:23]4[CH2:25][CH2:24]4)=[CH:18][N:17]=3)[CH2:12][CH2:11]2)=[O:9])=[N:6][CH:7]=1.[CH3:26][N:27]1[CH2:31][CH2:30][NH:29][C:28]1=[O:32]>>[CH:23]1([C:19]2[CH:20]=[C:21]([CH3:22])[C:16]([N:13]3[CH2:14][CH2:15][N:10]([C:8]([C:5]4[N:6]=[CH:7][C:2]([N:29]5[CH2:30][CH2:31][N:27]([CH3:26])[C:28]5=[O:32])=[N:3][CH:4]=4)=[O:9])[CH2:11][CH2:12]3)=[N:17][CH:18]=2)[CH2:25][CH2:24]1. Procedure: Using (5-bromopyrazin-2-yl)[4-(5-cyclopropyl-3-methylpyridin-2-yl)piperazin-1-yl]methanone (150 mg) described in Preparation Example 243 and 1-methylimidazolidin-2-one (56 mg) and by the reaction and treatment in the same manner as in Example 536, the title compound (86 mg) was obtained. Reactants: N1=CC=CC=C1 (pyridine), CC1(C(C2=C(SC(=C2)C(=O)O)C1)=O)C (5,5-Dimethyl-4-oxo-5,6-dihydro-4H-cyclopenta[b]thiophene-2-carboxylic Acid), FC1=C(N)C=C(C=C1)B1OC(C(O1)(C)C)(C)C (2-Fluoro-5-(4,4,5,5-tetramethyl-1,3,2-dioxaborolan-2-yl)aniline), 15. Run in C(Cl)Cl (methylene chloride). Reaction conditions: temperature 0 celsius, time 2 hour. Product: FC1=C(C=C(C=C1)B1OC(C(O1)(C)C)(C)C)NC(=O)C1=CC2=C(S1)CC(C2=O)(C)C (N-(2-Fluoro-5-(4,4,5,5-tetramethyl-1,3,2-dioxaborolan-2-yl)phenyl)-5,5-dimethyl-4-oxo-5,6-dihydro-4H-cyclopenta[b]thiophene-2-carboxamide). Yield: 45.0%. As a reaction SMILES: [CH3:1][C:2]1([CH3:14])[CH2:12][C:5]2[S:6][C:7]([C:9]([OH:11])=O)=[CH:8][C:4]=2[C:3]1=[O:13].[F:15][C:16]1[CH:22]=[CH:21][C:20]([B:23]2[O:27][C:26]([CH3:29])([CH3:28])[C:25]([CH3:31])([CH3:30])[O:24]2)=[CH:19][C:17]=1[NH2:18].N1C=CC=CC=1>C(Cl)Cl>[F:15][C:16]1[CH:22]=[CH:21][C:20]([B:23]2[O:27][C:26]([CH3:28])([CH3:29])[C:25]([CH3:31])([CH3:30])[O:24]2)=[CH:19][C:17]=1[NH:18][C:9]([C:7]1[S:6][C:5]2[CH2:12][C:2]([CH3:1])([CH3:14])[C:3](=[O:13])[C:4]=2[CH:8]=1)=[O:11]. Reported procedure: A 100-mL single-neck round-bottomed flask equipped with a magnetic stirrer was purged with nitrogen and charged with 9 (270 mg, 1.29 mmol) and methylene chloride (3 mL). The solution Was cooled to 0° C., and 15 (172 mg, 1.29 mmol) was added dropwise. After this addition was complete, the reaction was warmed to room temperature and stirred for 2 h. 14 (305 mg, 1.29 mmol) was then added. After this addition, the reaction was cooled to 0° C., and anhydrous pyridine (306 mg, 3.87 mmol) was added. Th... The reactants are C(#N)C=1C(=NSC1N=C(N(C)C)Cl)C(C)C (N'-(4-cyano-3-isopropyl-5-isothiazolyl)-N,N-dimethylchloroformamidine), [F-].[K+] (potassium fluoride), C1COC2=CC=CC=C2OCCOCCOC3=CC=CC=C3OCCO1 (2,3,11,12 -dibenzo-1,4,7,10,13,16-hexaoxacyclooctadeca-2,11-diene). Solvent: C(C)#N (acetonitrile). The product is C(#N)C=1C(=NSC1N=C(N(C)C)F)C(C)C (N'-(4-cyano-3-isopropyl-5-isothiazolyl)-N,N-dimethylfluoroformamidine). The yield is 20.9%. As a reaction SMILES: [C:1]([C:3]1[C:4]([CH:14]([CH3:16])[CH3:15])=[N:5][S:6][C:7]=1[N:8]=[C:9](Cl)[N:10]([CH3:12])[CH3:11])#[N:2].[F-:17].[K+].C1OCCOC2C(=CC=CC=2)OCCOCCOC2C(=CC=CC=2)OC1>C(#N)C>[C:1]([C:3]1[C:4]([CH:14]([CH3:16])[CH3:15])=[N:5][S:6][C:7]=1[N:8]=[C:9]([F:17])[N:10]([CH3:12])[CH3:11])#[N:2] |f:1.2|. Procedure: A mixture of 12.8 g of N'-(4-cyano-3-isopropyl-5-isothiazolyl)-N,N-dimethylchloroformamidine, 2.9 g of potassium fluoride and a catalytic amount of 2,3,11,12 -dibenzo-1,4,7,10,13,16-hexaoxacyclooctadeca-2,11-diene, in 60 ml of acetonitrile was stirred at ambient temperature for 12 hours. The reaction mixture was filtered and the filtrate was evaporated under reduced pressure. The residue was recrystallized from diethyl ether to give 2.5 grams of N'-(4-cyano-3-isopropyl-5-isothiazolyl)-N,N-dimeth... Starting materials: C(C(C)C)C1=CC=C(C=C1)C(CCCCC)OC1=CC=C(C(=O)C2=CN(C3=CC=CC=C23)CCCC(=O)OCC)C=C1 (ethyl 4-[3-[4-[1-(4-isobutylphenyl)hexyloxy]benzoyl]indol-1-yl]butyrate), aqueous solution, [OH-].[Na+] (sodium hydroxide), C(C)(=O)OCC (ethyl acetate), Cl (hydrochloric acid). Run at time 3 hour. Reaction SMILES: [CH2:1]([C:5]1[CH:10]=[CH:9][C:8]([CH:11]([O:17][C:18]2[CH:42]=[CH:41][C:21]([C:22]([C:24]3[C:32]4[C:27](=[CH:28][CH:29]=[CH:30][CH:31]=4)[N:26]([CH2:33][CH2:34][CH2:35][C:36]([O:38]CC)=[O:37])[CH:25]=3)=[O:23])=[CH:20][CH:19]=2)[CH2:12][CH2:13][CH2:14][CH2:15][CH3:16])=[CH:7][CH:6]=1)[CH:2]([CH3:4])[CH3:3].[OH-].[Na+].C(OCC)(=O)C.Cl>C(O)C.O1CCOCC1>[CH2:1]([C:5]1[CH:10]=[CH:9][C:8]([CH:11]([O:17][C:18]2[CH:19]=[CH:20][C:21]([C:22]([C:24]3[C:32]4[C:27](=[CH:28][CH:29]=[CH:30][CH:31]=4)[N:26]([CH2:33][CH2:34][CH2:35][C:36]([OH:38])=[O:37])[CH:25]=3)=[O:23])=[CH:41][CH:42]=2)[CH2:12][CH2:13][CH2:14][CH2:15][CH3:16])=[CH:7][CH:6]=1)[CH:2]([CH3:4])[CH3:3] |f:1.2|. Yield: 89.6%. Yields the product C(C(C)C)C1=CC=C(C=C1)C(CCCCC)OC1=CC=C(C(=O)C2=CN(C3=CC=CC=C23)CCCC(=O)O)C=C1 (4-[3-[4-[1-(4-isobutylphenyl)hexyloxy]benzoyl]indol-1-yl]butyric acid). The solvent is C(C)O (ethanol), O1CCOCC1 (1,4-dioxane). Procedure: To a solution of ethyl 4-[3-[4-[1-(4-isobutylphenyl)hexyloxy]benzoyl]indol-1-yl]butyrate (270 mg) in ethanol (3 ml) and 1,4-dioxane (3 ml) was added 1 N aqueous solution of sodium hydroxide (1.5 ml). The mixture was stirred at room temperature for 3 hours, and then poured into a mixture of ethyl acetate and 0.5N hydrochloric acid. The organic layer was separated, washed with water and brine, dried over magnesium sulfate and evaporated to give 4-[3-[4-[1-(4-isobutylphenyl)hexyloxy]benzoyl]indol-1...